describe an organic reaction: reactants, conditions, products, and yield From a dataset of the Open Reaction Database (ORD), a public repository of structured organic reaction records. The reactants are Cl.ClCCCN(C)C (1-chloro-3-(dimethylamino)propane hydrochloride), NC(=S)N (thiourea), C(C)O (ethanol). Run in C(C)(=O)OCC (ethyl acetate). Run at time 8 hour. Product: Cl.Cl.CN(CCCSC(N)=N)C (S-[3-(dimethylamino)propyl]isothiourea dihydrochloride). RXN SMILES: [ClH:1].[Cl:2][CH2:3][CH2:4][CH2:5][N:6]([CH3:8])[CH3:7].[NH2:9][C:10]([NH2:12])=[S:11].C(O)C>C(OCC)(=O)C>[ClH:2].[ClH:1].[CH3:7][N:6]([CH3:8])[CH2:5][CH2:4][CH2:3][S:11][C:10](=[NH:9])[NH2:12] |f:0.1,5.6.7|. Procedure: A mixture of 1-chloro-3-(dimethylamino)propane hydrochloride (200 g), thiourea (98.1 g) and ethanol (11) was stirred and heated under reflux for 25 hours. The solution was cooled to ambient temperature and ethyl acetate added until permanent opalescence was obtained. The mixture was stored at 4° C. overnight then filtered to give S-[3-(dimethylamino)propyl]isothiourea dihydrochloride as a colourless solid. (283 g), m.p. 155°-159° C. The reactants are FC1=CC=C(C=C1)CCCCCCNC(CN1C(CC1SCCCC(=O)OCC=C)=O)=O (N-[6-(4-Fluorophenyl)hexyl]-[4-(3-allyloxycarbonylpropyl)thio-2-oxo-azetidin-1-yl]-acetamide), C1=CC(=CC(=C1)Cl)C(=O)OO (mCPBA). The product is FC1=CC=C(C=C1)CCCCCCNC(CN1C(CC1S(=O)CCCC(=O)OCC=C)=O)=O (N-[6-(4-Fluorophenyl)hexyl]-[4-(3-allyloxycarbonylpropyl)sulphinyl -2-oxo-azetidin-1-yi]-acetamide). RXN SMILES: [F:1][C:2]1[CH:7]=[CH:6][C:5]([CH2:8][CH2:9][CH2:10][CH2:11][CH2:12][CH2:13][NH:14][C:15](=[O:32])[CH2:16][N:17]2[CH:20]([S:21][CH2:22][CH2:23][CH2:24][C:25]([O:27][CH2:28][CH:29]=[CH2:30])=[O:26])[CH2:19][C:18]2=[O:31])=[CH:4][CH:3]=1.C1C=C(Cl)C=C(C(OO)=[O:41])C=1>>[F:1][C:2]1[CH:3]=[CH:4][C:5]([CH2:8][CH2:9][CH2:10][CH2:11][CH2:12][CH2:13][NH:14][C:15](=[O:32])[CH2:16][N:17]2[CH:20]([S:21]([CH2:22][CH2:23][CH2:24][C:25]([O:27][CH2:28][CH:29]=[CH2:30])=[O:26])=[O:41])[CH2:19][C:18]2=[O:31])=[CH:6][CH:7]=1. Procedure details: Treatment of N-[6-(4-Fluorophenyl)hexyl]-[4-(3-allyloxycarbonylpropyl)thio-2-oxo-azetidin-1-yl]-acetamide with mCPBA as described for Example 17 gave thetitle compound as a white crystalline solid, m.p. 95-96° C., 21% yield Yield: 21.0%.